Dataset: the Open Reaction Database (ORD), a public repository of structured organic reaction records. Task: describe an organic reaction: reactants, conditions, products, and yield The reactants are O (water), C(CCC)O (butanol), solution, I(=O)(=O)(=O)[O-].[Na+] (sodium periodate), FC1=C(C(=CC=C1)F)C1=NC2=C(C=3C=CC(=CC13)C=C)N(N=C2)S(=O)(=O)N(C)C (5-(2,6-difluorophenyl)-7-ethenyl-N,N-dimethyl-1H-pyrazolo[4,3-c]isoquinoline-1-sulphonamide), O (water). The reagents and catalysts are [Os](=O)(=O)(=O)=O (osmium tetroxide). Run in CC(C)(C)O (2-methyl-2-propanol), C1CCOC1 (THF). Run at time 4 hour. The product is FC1=C(C(=CC=C1)F)C1=NC2=C(C=3C=CC(=CC13)C=O)N(N=C2)S(=O)(=O)N(C)C (5-(2,6-difluorophenyl)-7-formyl-N,N-dimethyl-1H-pyrazolo[4,3-c]isoquinoline-1-sulphonamide). As a reaction SMILES: [F:1][C:2]1[CH:7]=[CH:6][CH:5]=[C:4]([F:8])[C:3]=1[C:9]1[C:18]2[CH:17]=[C:16]([CH:19]=C)[CH:15]=[CH:14][C:13]=2[C:12]2[N:21]([S:24]([N:27]([CH3:29])[CH3:28])(=[O:26])=[O:25])[N:22]=[CH:23][C:11]=2[N:10]=1.O.C([OH:35])CCC.I([O-])(=O)(=O)=O.[Na+]>C1COCC1.CC(O)(C)C.[Os](=O)(=O)(=O)=O>[F:1][C:2]1[CH:7]=[CH:6][CH:5]=[C:4]([F:8])[C:3]=1[C:9]1[C:18]2[CH:17]=[C:16]([CH:19]=[O:35])[CH:15]=[CH:14][C:13]=2[C:12]2[N:21]([S:24]([N:27]([CH3:29])[CH3:28])(=[O:26])=[O:25])[N:22]=[CH:23][C:11]=2[N:10]=1 |f:3.4|. Procedure: A 250 ml round-bottomed flask equipped with a magnetic stirrer and with a septum having a top-mounted argon intake is charged with 2.36 g of 5-(2,6-difluorophenyl)-7-ethenyl-N,N-dimethyl-1H-pyrazolo[4,3-c]isoquinoline-1-sulphonamide in 30 ml of THF and then 23 ml of water, 30 ml of tort-butanol, 2.14 ml of a solution of osmium tetroxide at 2.5% in 2-methyl-2-propanol, and 5.04 g of sodium periodate are added. The mixture is stirred at RT for 4 h and then poured into 100 ml of water and extracted... The reactants are C1(=CC=CC=C1)C#CC (1-Phenyl-1-propyne), N(=[N+]=[N-])[Si](C)(C)C (azidotrimethylsilane), Cl (HCl). Run in C(C)OCC (diethyl ether). Run at temperature 155 celsius. Yields the product CC=1N=NNC1C1=CC=CC=C1 (4-methyl-5-phenyl-1,2,3-triazole). Reaction SMILES: [C:1]1([C:7]#[C:8][CH3:9])[CH:6]=[CH:5][CH:4]=[CH:3][CH:2]=1.[N:10]([Si](C)(C)C)=[N+:11]=[N-:12].Cl>C(OCC)C>[CH3:9][C:8]1[N:10]=[N:11][NH:12][C:7]=1[C:1]1[CH:6]=[CH:5][CH:4]=[CH:3][CH:2]=1. Reported procedure: ##STR7## 1-Phenyl-1-propyne (2.52 g) and azidotrimethylsilane (2.48 g, Me3SiN3) were sealed into a heavy-walled glass reactor at -70° C. and 0.5 mm Hg. The mixture was heated 11 days at 155° C., cooled, dissolved in diethyl ether (Et2O), and stirred briefly with 5 percent HCl. After washing with a small amount of NaHCO3 solution, the Et2O solution was evaported to give 3.06 g (89%) cream white solid, mp 173.5-174.0 whose NMR spectrum and elemental analysis confirm its structure. Reactants: COc1ccc(Cn2nnnc2C(=O)[O-])cc1, O=C(Cl)C(=O)Cl, [Na+], c1ccncc1, c1ccccc1. The product is COc1ccc(Cn2nnnc2C(=O)Cl)cc1. RXN SMILES: [CH3:1][O:2][c:3]1[cH:4][cH:5][c:6]([CH2:7][n:8]2[n:9][n:10][n:11][c:12]2[C:13](=[O:14])[O-:15])[cH:16][cH:17]1.[Cl:25][C:26]([C:27]([Cl:28])=[O:29])=[O:30].[Na+:18].[cH:19]1[cH:20][cH:21][n:22][cH:23][cH:24]1.[cH:31]1[cH:32][cH:33][cH:34][cH:35][cH:36]1>>[CH3:1][O:2][c:3]1[cH:4][cH:5][c:6]([CH2:7][n:8]2[n:9][n:10][n:11][c:12]2[C:13](=[O:14])[Cl:25])[cH:16][cH:17]1. The reactants are [BH4-].[Na+] (sodium borohydride), C(C1=CC=CC=C1)N(C(OC(C)(C)C)=O)C1CCC(CC1)=O (tert-Butyl N-benzyl-(4-oxo-cyclohexyl)carbamate), NC1=C2C(=CN=CC2=CC=C1)C=C (5-Amino-4-vinylisoquinoline), O.C1(=CC=C(C=C1)S(=O)(=O)O)C (para-toluenesulfonic acid monohydrate). Solvent: CO (methanol), C1(=CC=CC=C1)C (toluene), O (water). Run at time 1 hour. Yields the product C(C1=CC=CC=C1)N(C(OC(C)(C)C)=O)C1CCC(CC1)NC1=C2C(=CN=CC2=CC=C1)C=C (tert-Butyl N-benzyl-[4-(4-vinyl-isoquinolin-5-ylamino)cyclohexyl]carbamate). Yield: 28.0%. As a reaction SMILES: [CH2:1]([N:8]([CH:16]1[CH2:21][CH2:20][C:19](=O)[CH2:18][CH2:17]1)[C:9](=[O:15])[O:10][C:11]([CH3:14])([CH3:13])[CH3:12])[C:2]1[CH:7]=[CH:6][CH:5]=[CH:4][CH:3]=1.[NH2:23][C:24]1[CH:33]=[CH:32][CH:31]=[C:30]2[C:25]=1[C:26]([CH:34]=[CH2:35])=[CH:27][N:28]=[CH:29]2.O.C1(C)C=CC(S(O)(=O)=O)=CC=1.[BH4-].[Na+]>C1(C)C=CC=CC=1.O.CO>[CH2:1]([N:8]([CH:16]1[CH2:21][CH2:20][CH:19]([NH:23][C:24]2[CH:33]=[CH:32][CH:31]=[C:30]3[C:25]=2[C:26]([CH:34]=[CH2:35])=[CH:27][N:28]=[CH:29]3)[CH2:18][CH2:17]1)[C:9](=[O:15])[O:10][C:11]([CH3:14])([CH3:13])[CH3:12])[C:2]1[CH:7]=[CH:6][CH:5]=[CH:4][CH:3]=1 |f:2.3,4.5|. Procedure details: A solution of Intermediate 9 (5.73 g), Intermediate 1 (2.92 g), and para-toluenesulfonic acid monohydrate (163 mg, Wako Pure Chemical Industries) in toluene (50 ml) was refluxed by heating for 1 hour. The reaction mixture was cooled to room temperature, then added with methanol (75 ml) and sodium borohydride (6.48 g), and stirred at room temperature for 1 hour. The reaction mixture was added with water (5 ml), and then the solvent was evaporated under reduced pressure. The residue was added with... Starting materials: methyl ester, CC1CC=C(CC1)C(=O)O (4-methyl-cyclohexene-1-carboxylic acid). Run in O (water). Run at time 5 hour. Product: CC1=CCC(CC1)C(=O)O (4-METHYL-3-CYCLOHEXENE-1-CARBOXYLIC ACID). Reaction SMILES: [CH3:1][CH:2]1[CH2:7][CH2:6][C:5]([C:8]([OH:10])=[O:9])=[CH:4][CH2:3]1>O>[CH3:1][C:2]1[CH2:7][CH2:6][CH:5]([C:8]([OH:10])=[O:9])[CH2:4][CH:3]=1. Procedure: Reaction: ##STR17## into 1 liter reaction flask equipped with stirrer thermometer reflux condenser and heating mantle is placed 100 ml anhydrous methyl, 1.25 moles (100 grams) of 50% aqueous NOAH solution, 100 ml water and 154 grams (1 mole) of the methyl ester of 4-methyl-cyclohexene-1-carboxylic acid. The reaction mass is stirred for a period of 5 hours at room temperature and then extracted with 1 volume of diethyl ether. The aqueous layer is set aside with 10% hydrochloric acid and extracted... The reactants are BrC1=C(C=C(C=C1)S(=O)(=O)C1=CC=C(C=C1)F)F (1-bromo-2-fluoro-4-[(4-fluorophenyl)sulfonyl]benzene), ClC=1C=CC(=C(C1)B(O)O)OC (5-chloro-2-methoxybenzene boronic acid). The product is ClC=1C=CC(=C(C1)C1=C(C=C(C=C1)S(=O)(=O)C1=CC=C(C=C1)F)F)OC (5′-chloro-2-fluoro-4-[(4-fluorophenyl)sulfonyl]-2′-methoxybiphenyl). As a reaction SMILES: Br[C:2]1[CH:7]=[CH:6][C:5]([S:8]([C:11]2[CH:16]=[CH:15][C:14]([F:17])=[CH:13][CH:12]=2)(=[O:10])=[O:9])=[CH:4][C:3]=1[F:18].[Cl:19][C:20]1[CH:21]=[CH:22][C:23]([O:29][CH3:30])=[C:24](B(O)O)[CH:25]=1>>[Cl:19][C:20]1[CH:25]=[CH:24][C:23]([O:29][CH3:30])=[C:22]([C:2]2[CH:7]=[CH:6][C:5]([S:8]([C:11]3[CH:16]=[CH:15][C:14]([F:17])=[CH:13][CH:12]=3)(=[O:10])=[O:9])=[CH:4][C:3]=2[F:18])[CH:21]=1. Reported procedure: The subtitle compound was prepared by the method of example 2 step (ii) using the product of step (i) and 5-chloro-2-methoxybenzene boronic acid. Starting materials: CCOC1=CC=C(C=C1)N=NC2=CC=C(C3=CC=CC=C32)N=NC4=CC(=CC=C4)S(=O)(=O)[O-].[Na+] (Acid Orange 127), CC1=CC(=C(C=C1)NC2=C3C(=C(C=C2)NC4=C(C=C(C=C4)C)S(=O)(=O)[O-])C(=O)C5=CC=CC=C5C3=O)S(=O)(=O)[O-].[Na+].[Na+] (Acid Green), CC1=CC(=C(C(=C1NC2=C3C(=C(C=C2)NC4=C(C(=C(C=C4C)C)S(=O)(=O)[O-])C)C(=O)C5=CC=CC=C5C3=O)C)S(=O)(=O)[O-])C.[Na+].[Na+] (C.I. Acid Blue 80), CC1=CC(=C(C=C1)NC2=C3C(=C(C=C2)NC4=C(C=C(C=C4)C)S(=O)(=O)[O-])C(=O)C5=CC=CC=C5C3=O)S(=O)(=O)[O-].[Na+].[Na+] (Acid Green), C1=CC=C2C(=C1)C(=O)C3=CC(=C(C(=C3C2=O)O)O)O (Acid Brown), CC1=C(C(=CC=C1)Cl)N2C(=O)C(C(=N2)C)N=NC3=C(C=CC(=C3)NC(=O)C4=CC5=C(C=C4)N=C(NN5[O-])Cl)S(=O)(=O)O.[Na+] (Acid Yellow 127). Reagents/catalysts: CC(=O)/C(=N/NC1=C(C=CC(=C1)S(=O)(=O)N)[O-])/C(=NC2=CC=CC=C2)[O-].CC(=O)/C(=N/NC1=C(C=CC(=C1)S(=O)(=O)N)[O-])/C(=NC2=CC=CC=C2)[O-].[Co+2] (C.I. Acid Yellow 151). The product is CC1=CC(=C(C=C1N=NC2=CC=C(C=C2)S(=O)(=O)[O-])OC)N=NC3=CC=C(C=C3)OC.[Na+] (Acid Orange 156), CC(=O)NC1=CC=C(C=C1)NC2=CC(=C(C3=C2C(=O)C4=CC=CC=C4C3=O)N)S(=O)(=O)O (C.I. Acid Blue 40). As a reaction SMILES: CC1C=CC(NC2C=CC(N[C:16]3[CH:21]=[CH:20][C:19](C)=[CH:18][C:17]=3[S:23]([O-:26])(=[O:25])=[O:24])=C3C(C4C(C(=O)C=23)=CC=CC=4)=O)=C([S:37]([O-:40])(=[O:39])=[O:38])C=1.[Na+:41].[Na+].C1C=C2[C:49](C3C(C(=O)C2=CC=1)=C(O)C(O)=C(O)C=3)=[O:50].C[C:63]1[C:68]([NH:69][C:70]2[CH:75]=[CH:74][C:73]([NH:76]C3C(C)=CC(C)=C(S([O-])(=O)=O)C=3C)=[C:72]3[C:90]([C:92]4[C:97]([C:98](=[O:99])[C:71]=23)=[CH:96][CH:95]=[CH:94][CH:93]=4)=[O:91])=[C:67](C)[C:66](S([O-])(=O)=O)=[C:65](C)[CH:64]=1.[Na+].[Na+].CC1C=CC=C(Cl)C=1[N:116]1N=C(C)[CH:119](N=NC2C=C(NC(C3C=CC4N=C(Cl)NN([O-])C=4C=3)=O)C=CC=2S(O)(=O)=O)[C:117]1=[O:118].[Na+].C[CH2:152][O:153][C:154]1[CH:159]=[CH:158][C:157]([N:160]=[N:161][C:162]2[C:171]3[C:166](=[CH:167]C=CC=3)[C:165]([N:172]=[N:173]C3C=CC=C(S([O-])(=O)=O)C=3)=[CH:164][CH:163]=2)=[CH:156][CH:155]=1.[Na+]>CC(/C(/C([O-])=NC1C=CC=CC=1)=N/NC1C=C(S(N)(=O)=O)C=CC=1[O-])=O.CC(/C(/C([O-])=NC1C=CC=CC=1)=N/NC1C=C(S(N)(=O)=O)C=CC=1[O-])=O.[Co+2]>[CH3:167][C:166]1[C:165]([N:172]=[N:173][C:20]2[CH:21]=[CH:16][C:17]([S:23]([O-:26])(=[O:24])=[O:25])=[CH:18][CH:19]=2)=[CH:164][C:163]([O:50][CH3:49])=[C:162]([N:161]=[N:160][C:157]2[CH:158]=[CH:159][C:154]([O:153][CH3:152])=[CH:155][CH:156]=2)[CH:171]=1.[Na+:41].[CH3:119][C:117]([NH:116][C:65]1[CH:66]=[CH:67][C:68]([NH:69][C:70]2[C:71]3[C:98]([C:97]4[C:92]([C:90](=[O:91])[C:72]=3[C:73]([NH2:76])=[C:74]([S:37]([OH:40])(=[O:38])=[O:39])[CH:75]=2)=[CH:93][CH:94]=[CH:95][CH:96]=4)=[O:99])=[CH:63][CH:64]=1)=[O:118] |f:0.1.2,4.5.6,7.8,9.10,11.12.13,14.15|. Procedure details: Proceeding in a manner analogous to Example 5 but replacing for the ground dyeing the 12 parts of dyestuff C.I. Acid Green 106 by a mixture of 2.2 parts of dyestuff C.I. Acid Brown 298, 0.7 parts of dyestuff C.I. Acid Green 106 and 8.24 parts of dyestuff C.I. Acid Blue 80 (K'pH6 -value=9), and for the local printing the mixture of C.I. Acid Yellow 151, C.I. Acid Yellow 127 and C.I. Acid Orange 127 by a mixture of 2 parts of dyestuff C.I. Acid Orange 156 (K'pH6 -value=2.5) and 0.4 parts of dyestu...